From a dataset of the Open Reaction Database (ORD), a public repository of structured organic reaction records. describe an organic reaction: reactants, conditions, products, and yield Starting materials: [Na] (sodium), C(CC)(=O)C=1C(OC=2C1C=CC=CC2)=O (3-propionylcycloheptafuran-2-one), C(#N)CC(=O)OCC (ethyl cyanoacetate), [O-]CC.[Na+] (sodium ethoxide). Run in C(C)O (ethanol), C(C)O (ethanol). Conditions: time 8 hour. Yields the product C(#N)C1=C(C(=C2C=CC=CC=C12)C(=O)O)CC (1-cyano-2-ethylazulene-3-carboxylic acid). The yield is 93.0%. As a reaction SMILES: [C:1]([C:5]1[C:6](=[O:15])[O:7][C:8]2[C:9]=1[CH:10]=[CH:11][CH:12]=[CH:13][CH:14]=2)(=O)[CH2:2][CH3:3].C(CC(OCC)=O)#[N:17].[O-][CH2:25][CH3:26].[Na+].[Na]>C(O)C>[C:3]([C:2]1[C:10]2[C:9]([CH:8]=[CH:14][CH:13]=[CH:12][CH:11]=2)=[C:5]([C:6]([OH:7])=[O:15])[C:1]=1[CH2:25][CH3:26])#[N:17] |f:2.3,^1:27|. Procedure: 3.62 g (17.9 mmol) of 3-propionylcycloheptafuran-2-one and 3.8 ml (35.8 mmol) of ethyl cyanoacetate were dissolved in 50 ml of ethanol. The solution was mixed with a solution of sodium ethoxide prepared from 80 ml of ethanol and 1.65 g (71.7 mmol) of sodium, at 0° C. After the mixed solution was stirred overnight at room temperature, the obtained reaction solution was concentrated up to two times an initial concentration thereof. The concentrated solution was diluted with 200 ml of water and ext... Reactants: C1(=CC=C(C=C1)S(=O)(=O)Cl)C (4-Toluenesulphonyl chloride), C1(=CC=CC=C1)CCCCCCCCCCCO (11-Phenyl-undecanol). Run in N1=CC=CC=C1 (pyridine). Conditions: time 16 hour. Product: S(=O)(=O)(C1=CC=C(C)C=C1)OCCCCCCCCCCCC1=CC=CC=C1 (11-Phenylundecanol tosylate). Reaction SMILES: [C:1]1([CH3:11])[CH:6]=[CH:5][C:4]([S:7](Cl)(=[O:9])=[O:8])=[CH:3][CH:2]=1.[C:12]1([CH2:18][CH2:19][CH2:20][CH2:21][CH2:22][CH2:23][CH2:24][CH2:25][CH2:26][CH2:27][CH2:28][OH:29])[CH:17]=[CH:16][CH:15]=[CH:14][CH:13]=1>N1C=CC=CC=1>[S:7]([O:29][CH2:28][CH2:27][CH2:26][CH2:25][CH2:24][CH2:23][CH2:22][CH2:21][CH2:20][CH2:19][CH2:18][C:12]1[CH:13]=[CH:14][CH:15]=[CH:16][CH:17]=1)([C:4]1[CH:5]=[CH:6][C:1]([CH3:11])=[CH:2][CH:3]=1)(=[O:9])=[O:8]. Procedure: 4-Toluenesulphonyl chloride (2.6 g) was added in portions to a stirred solution of the product of step (a) (2.9 g) in pyridine (10 ml) at 0° C. The solution was stirred for 16 hours at 0°-5° C. then poured onto ice-hydrochloric acid and extracted with ether. The extract was washed with sodium bicarbonate and sodium chloride solutions, dried and evaporated. The residue was chromatographed on silica gel eluting with 1:1 dichloromethane:hexane to give the title compound as a colourless oil. RXN SMILES: [CH3:1][S:2][C:3]1[N:4]=[N:5][C:6]([CH:9]([NH:11]C(=O)OC(C)(C)C)[CH3:10])=[CH:7][N:8]=1.[ClH:19]>CO.O1CCOCC1.C(OCC)(=O)C>[ClH:19].[CH3:1][S:2][C:3]1[N:4]=[N:5][C:6]([CH:9]([NH2:11])[CH3:10])=[CH:7][N:8]=1 |f:5.6|. The reactants are CSC=1N=NC(=CN1)C(C)NC(OC(C)(C)C)=O (tert-butyl 1-[3-(methylthio)-1,2,4-triazin-6-yl]ethylcarbamate), CSC=1N=NC(=CN1)C(C)NC(OC(C)(C)C)=O (tert-butyl 1-[3-(methylthio)-1,2,4-triazin-6-yl]ethylcarbamate), Cl (HCl). Reaction conditions: time 30 minute. Solvent: CO (methanol), O1CCOCC1 (dioxane), C(C)(=O)OCC (ethyl acetate). Product: Cl.CSC=1N=NC(=CN1)C(C)N (1-[3-(methylthio)-1,2,4-triazin-6-yl]ethanamine hydrochloride). Procedure details: To a stirred solution of tert-butyl 1-[3-(methylthio)-1,2,4-triazin-6-yl]ethylcarbamate (Intermediate 3) (13.3 g, 49 mmol) in methanol (100 mL) was added 4N HCl in dioxane (50 mL). After stirring for 30 minutes the volatiles were removed under reduced pressure to provide a colorless oil. The oil was taken up in ethyl acetate, and the volatiles again removed under reduced pressure to give 1-[3-(methylthio)-1,2,4-triazin-6-yl]ethanamine hydrochloride (10.1 g) as a white solid. MS m/z 171 (M+1). A ... Reactants: C(=O)(Cl)Cl (phosgene), NC=1C(=CC2=C(C(=NCC(N2C)=O)C2=C(C=CC=C2)F)C1Cl)Cl (7-amino-6,8-dichloro-5-(o-fluorophenyl)-1,3-dihydro-1-methyl-2H-1,4-benzodiazepin-2-one), ClC(C)Cl (dichloroethane). Solvent: ice, ClCCCl (1,2-dichloroethane). The product is ClC1=C(C(=CC2=C1C(=NCC(N2C)=O)C2=C(C=CC=C2)F)Cl)N=C=O ([6,8-dichloro-5-(o-fluorophenyl)-2,3-dihydro-1-methyl-2-oxo-1H-1,4-benzodiazepin-7-yl]isocyanate). RXN SMILES: [NH2:1][C:2]1[C:3]([Cl:23])=[CH:4][C:5]2[N:11]([CH3:12])[C:10](=[O:13])[CH2:9][N:8]=[C:7]([C:14]3[CH:19]=[CH:18][CH:17]=[CH:16][C:15]=3[F:20])[C:6]=2[C:21]=1[Cl:22].[C:24](Cl)(Cl)=[O:25].ClC(Cl)C>ClCCCl>[Cl:22][C:21]1[C:6]2[C:7]([C:14]3[CH:19]=[CH:18][CH:17]=[CH:16][C:15]=3[F:20])=[N:8][CH2:9][C:10](=[O:13])[N:11]([CH3:12])[C:5]=2[CH:4]=[C:3]([Cl:23])[C:2]=1[N:1]=[C:24]=[O:25]. Procedure details: 5 g (14.25 mmol) of 7-amino-6,8-dichloro-5-(o-fluorophenyl)-1,3-dihydro-1-methyl-2H-1,4-benzodiazepin-2-one are dissolved in 325 ml of 1,2-dichloroethane under reflux. The still hot solution is subsequently added dropwise while stirring and cooling with ice to 3.73 g (37.65 mmol) of phosgene in 50 ml of ice-cold 1,2-dichloroethane, the addition being carried out in such a manner that the temperature of the mixture does not exceed 20° C. The mixture is heated under reflux for 1 hour, 80 ml of dic... Starting materials: C1(=CC=CC=C1)C=1CCN(CC1)CCCBr (3-(4-phenyl-1,2,3,6-tetrahydro-1-pyridyl)-1-bromopropane), C(C(=O)O)(=O)O (oxalic acid), CNC1NC(C2=CC=CC=C12)=O (3-methylamino-1-isoindolinone), [H-].[Na+] (sodium hydride), suspension. Run in CN(C=O)C (dimethylformamide), C(C)C(=O)C (methyl ethyl ketone), C(C)C(=O)C (methyl ethyl ketone), C(Cl)Cl (methylene chloride), C(Cl)Cl (methylene chloride), CN(C=O)C (dimethylformamide), CN(C=O)C (dimethylformamide). Conditions: time 1 hour. Product: C(C(=O)O)(=O)O.CNC1N(C(C2=CC=CC=C12)=O)CCCN1CCC(=CC1)C1=CC=CC=C1 (3-methylamino-2-[3-(4-phenyl-1,2,3,6-tetrahydro-1-pyridyl)propyl]-1-isoindolinone oxalate). Yield: 83.1%. RXN SMILES: [CH3:1][NH:2][CH:3]1[C:11]2[C:6](=[CH:7][CH:8]=[CH:9][CH:10]=2)[C:5](=[O:12])[NH:4]1.[H-].[Na+].[C:15]1([C:21]2[CH2:22][CH2:23][N:24]([CH2:27][CH2:28][CH2:29]Br)[CH2:25][CH:26]=2)[CH:20]=[CH:19][CH:18]=[CH:17][CH:16]=1.[C:31]([OH:36])(=[O:35])[C:32]([OH:34])=[O:33]>CN(C)C=O.C(Cl)Cl.C(C(C)=O)C>[C:31]([OH:36])(=[O:35])[C:32]([OH:34])=[O:33].[CH3:1][NH:2][CH:3]1[C:11]2[C:6](=[CH:7][CH:8]=[CH:9][CH:10]=2)[C:5](=[O:12])[N:4]1[CH2:29][CH2:28][CH2:27][N:24]1[CH2:23][CH:22]=[C:21]([C:15]2[CH:20]=[CH:19][CH:18]=[CH:17][CH:16]=2)[CH2:26][CH2:25]1 |f:1.2,8.9|. Reported procedure: A solution of 3-methylamino-1-isoindolinone (6.8 g) in anhydrous dimethylformamide (200 cc) is added to a suspension of sodium hydride (as a 50% suspension in oil) (2.2 g) in anhydrous dimethylformamide (100 cc) at a temperature close to 20° C. in the course of 15 minutes and agitation is continued for 1 hour. Then, a solution of 3-(4-phenyl-1,2,3,6-tetrahydro-1-pyridyl)-1-bromopropane (13 g) in dimethylformamide (100 cc) is added in the course of 10 minutes, and agitation is continued for a fur...